From a dataset of the Open Reaction Database (ORD), a public repository of structured organic reaction records. describe an organic reaction: reactants, conditions, products, and yield Starting materials: Cl (hydrogen chloride), ClC=1C=C(OC2CCN(CC2)CC(C(C)C)N)C=CC1Cl (1-[4-(3,4-Dichlorophenoxy)-piperidin-1-ylmethyl]-2-methyl-propylamine), C(=O)(O)[O-].[Na+] (NaHCO3), CC1=CC=C(C(=O)Cl)C=C1 (4-methylbenzoyl chloride). The solvent is ClCCl (dichloromethane), C(C)(=O)OCC (ethyl acetate), C(C)N(CC)CC (triethylamine). Run at time 2 hour. The product is Cl.ClC=1C=C(OC2CCN(CC2)CC(C(C)C)NC(C2=CC=C(C=C2)C)=O)C=CC1Cl (N-{1-[4-(3,4-Dichlorophenoxy)-piperidin-1-ylmethyl]-2-methyl-propyl}-4-methyl-benzamide, hydrochloride). As a reaction SMILES: [Cl:1][C:2]1[CH:3]=[C:4]([CH:18]=[CH:19][C:20]=1[Cl:21])[O:5][CH:6]1[CH2:11][CH2:10][N:9]([CH2:12][CH:13]([NH2:17])[CH:14]([CH3:16])[CH3:15])[CH2:8][CH2:7]1.[CH3:22][C:23]1[CH:31]=[CH:30][C:26]([C:27](Cl)=[O:28])=[CH:25][CH:24]=1.C([O-])(O)=O.[Na+].Cl>ClCCl.C(OCC)(=O)C.C(N(CC)CC)C>[ClH:1].[Cl:1][C:2]1[CH:3]=[C:4]([CH:18]=[CH:19][C:20]=1[Cl:21])[O:5][CH:6]1[CH2:7][CH2:8][N:9]([CH2:12][CH:13]([NH:17][C:27](=[O:28])[C:26]2[CH:30]=[CH:31][C:23]([CH3:22])=[CH:24][CH:25]=2)[CH:14]([CH3:15])[CH3:16])[CH2:10][CH2:11]1 |f:2.3,8.9|. Procedure: The product of step (iii) (0.2 g) was dissolved in dichloromethane (5 ml), triethylamine (0.126 ml) and 4-methylbenzoyl chloride (0.097 ml) were added. After 2 hours at room temperature, ethyl acetate and aqueous NaHCO3 solution were added, the organic phase separated and the solvent removed to leave an oil. Purification by reverse phase HPLC (with a gradient eluent system (25% MeCN/NH4OAcaq (0.1%) to 95% MeCN//NH4OAcaq (0.1%)) gave a gum. Addition of 1.0M ethereal hydrogen chloride solution gav... Starting materials: O=C([O-])[O-], CN1CCCC1=O, O=Cc1c(Cl)ccc(O)c1Cl, [Cs+], [Cs+], O=S(=O)(OCC(F)(F)F)C(F)(F)F, O. The product is O=Cc1c(Cl)ccc(OCC(F)(F)F)c1Cl. As a reaction SMILES: [C:12](=[O:13])([O-:14])[O-:15].[CH3:32][N:33]1[CH2:34][CH2:35][CH2:36][C:37]1=[O:38].[Cl:1][c:2]1[c:3]([CH:4]=[O:5])[c:6]([Cl:11])[cH:7][cH:8][c:9]1[OH:10].[Cs+:16].[Cs+:17].[F:18][C:19]([CH2:20][O:21][S:22]([C:23]([F:24])([F:25])[F:26])(=[O:27])=[O:28])([F:29])[F:30].[OH2:31]>>[Cl:1][c:2]1[c:3]([CH:4]=[O:5])[c:6]([Cl:11])[cH:7][cH:8][c:9]1[O:10][CH2:20][C:19]([F:18])([F:29])[F:30]. Starting materials: COC(=O)C(C)(C)OC(=O)N1CCC(Cc2noc(-c3cc4cnccc4o3)n2)CC1, [Li+], [OH-], O. Yields the product CC(C)(OC(=O)N1CCC(Cc2noc(-c3cc4cnccc4o3)n2)CC1)C(=O)O. As a reaction SMILES: [CH3:1][O:2][C:3](=[O:4])[C:5]([CH3:6])([CH3:7])[O:8][C:9](=[O:10])[N:11]1[CH2:12][CH2:13][CH:14]([CH2:17][c:18]2[n:19][o:20][c:21](-[c:23]3[cH:24][c:25]4[cH:26][n:27][cH:28][cH:29][c:30]4[o:31]3)[n:22]2)[CH2:15][CH2:16]1.[Li+:33].[OH-:32].[OH2:34]>>[O:2]=[C:3]([OH:4])[C:5]([CH3:6])([CH3:7])[O:8][C:9](=[O:10])[N:11]1[CH2:12][CH2:13][CH:14]([CH2:17][c:18]2[n:19][o:20][c:21](-[c:23]3[cH:24][c:25]4[cH:26][n:27][cH:28][cH:29][c:30]4[o:31]3)[n:22]2)[CH2:15][CH2:16]1. Reactants: FC1=CC(=C(C=C1)OC)[N+](=O)[O-] (4-fluoro-1-methoxy-2-nitro-benzene). Reagents/catalysts: [Pd] (palladium on carbon). The solvent is CO (methanol). Conditions: time 15 hour. The product is FC=1C=CC(=C(C1)N)OC (5-Fluoro-2-methoxy-phenylamine). Yield: 87.2%. RXN SMILES: [F:1][C:2]1[CH:7]=[CH:6][C:5]([O:8][CH3:9])=[C:4]([N+:10]([O-])=O)[CH:3]=1>CO.[Pd]>[F:1][C:2]1[CH:7]=[CH:6][C:5]([O:8][CH3:9])=[C:4]([NH2:10])[CH:3]=1. Procedure: A solution of 4-fluoro-1-methoxy-2-nitro-benzene (85 g, 0.50 mol) in methanol (300 mL) containing palladium on carbon (10%, 8 g) was stirred for 15 hours under an atmosphere of hydrogen. The catalyst was filtered and the filtrate was evaporated to dryness to give the crude product (61.5 g, 0.436 mol, 87%), which was used directly in the next step. Procedure details: A solution of 1 g of 3-hydroxybenzaldehyde dimethyl acetal and 2 g of potassium tert.butoxide in 10 ml of anhydrous dimethylformamide was heated at 60° C. under an atmosphere of dry nitrogen for 1 hour. The mixture was then cooled to room temperature and 900 mg of 4-chloropyridinium hydrochloride were added portionwise over a period of 20 minutes. The mixture was then heated at 160° C. for 18 hours, cooled, 100 ml of water were added and the product was extracted with ethyl acetate. The combined... Yields the product COC(C1=CC(=CC=C1)OC1=CC=NC=C1)OC (3-(4-pyridyloxy)-benzaldehyde dimethyl acetal). The reactants are O (water), COC(C1=CC(=CC=C1)O)OC (3-hydroxybenzaldehyde dimethyl acetal), CC(C)([O-])C.[K+] (potassium tert.butoxide), Cl.ClC1=CC=[NH+]C=C1 (4-chloropyridinium hydrochloride). Solvent: CN(C=O)C (dimethylformamide). RXN SMILES: [CH3:1][O:2][CH:3]([O:11][CH3:12])[C:4]1[CH:9]=[CH:8][CH:7]=[C:6]([OH:10])[CH:5]=1.CC(C)([O-])C.[K+].Cl.Cl[C:21]1[CH:26]=[CH:25][NH+:24]=[CH:23][CH:22]=1.O>CN(C)C=O>[CH3:1][O:2][CH:3]([O:11][CH3:12])[C:4]1[CH:9]=[CH:8][CH:7]=[C:6]([O:10][C:21]2[CH:26]=[CH:25][N:24]=[CH:23][CH:22]=2)[CH:5]=1 |f:1.2,3.4|.